Dataset: the Open Reaction Database (ORD), a public repository of structured organic reaction records. Task: describe an organic reaction: reactants, conditions, products, and yield Procedure: Same procedure as described in preparation 137a was used from (S)-methyl 3-bromo-1-(2-(tert-butoxycarbonylamino)propanamido)-1H-pyrrole-2-carboxylate (4.00 g, 10.25 mmols) and tetrahydro-2H-pyran-3-amine.HCl (2.12 g, 15.41 mmols). The title compound was obtained (2.24 g, 48%). Reaction SMILES: [Br:1][C:2]1[CH:6]=[CH:5][N:4]([NH:7][C:8](=[O:19])[C@@H:9]([NH:11][C:12]([O:14][C:15]([CH3:18])([CH3:17])[CH3:16])=[O:13])[CH3:10])[C:3]=1[C:20]([O:22]C)=O.[O:24]1[CH2:29][CH2:28][CH2:27][CH:26]([NH2:30])[CH2:25]1.Cl>>[Br:1][C:2]1[CH:6]=[CH:5][N:4]([NH:7][C:8](=[O:19])[C@@H:9]([NH:11][C:12](=[O:13])[O:14][C:15]([CH3:16])([CH3:17])[CH3:18])[CH3:10])[C:3]=1[C:20](=[O:22])[NH:30][CH:26]1[CH2:27][CH2:28][CH2:29][O:24][CH2:25]1. Product: BrC1=C(N(C=C1)NC([C@H](C)NC(OC(C)(C)C)=O)=O)C(NC1COCCC1)=O (tert-Butyl (2S)-1-(3-bromo-2-(tetrahydro-2H-pyran-3-ylcarbamoyl)-1H-pyrrol-1-ylamino)-1-oxopropan-2-ylcarbamate). Reactants: 137a, Cl (HCl), BrC1=C(N(C=C1)NC([C@H](C)NC(=O)OC(C)(C)C)=O)C(=O)OC ((S)-methyl 3-bromo-1-(2-(tert-butoxycarbonylamino)propanamido)-1H-pyrrole-2-carboxylate), O1CC(CCC1)N (tetrahydro-2H-pyran-3-amine). Reactants: O=C1N(CCC1)C(=O)NCCC1=CC=C(C=C1)S(=O)(=O)N (4-[2-(oxo-pyrrolidine-1-carboxamido)-ethyl]-benzenesulfonamide), [OH-].[Na+] (NaOH), O (water), C1(CCCCC1)N=C=O (cyclohexyl-isocyanate). The solvent is CC(=O)C (acetone). Conditions: time 2 hour. Product: O=C1N(CCC1)C(=O)NCCC1=CC=C(C=C1)S(=O)(=O)NC(=O)NC1CCCCC1 (N-(4-[2-(2-oxo-pyrrolidine-1-carboxamido)-ethyl]-benzenesulfonyl)-N'-cyclohexyl urea). Reaction SMILES: [O:1]=[C:2]1[CH2:6][CH2:5][CH2:4][N:3]1[C:7]([NH:9][CH2:10][CH2:11][C:12]1[CH:17]=[CH:16][C:15]([S:18]([NH2:21])(=[O:20])=[O:19])=[CH:14][CH:13]=1)=[O:8].[OH-].[Na+].O.[CH:25]1([N:31]=[C:32]=[O:33])[CH2:30][CH2:29][CH2:28][CH2:27][CH2:26]1>CC(C)=O>[O:1]=[C:2]1[CH2:6][CH2:5][CH2:4][N:3]1[C:7]([NH:9][CH2:10][CH2:11][C:12]1[CH:17]=[CH:16][C:15]([S:18]([NH:21][C:32]([NH:31][CH:25]2[CH2:30][CH2:29][CH2:28][CH2:27][CH2:26]2)=[O:33])(=[O:19])=[O:20])=[CH:14][CH:13]=1)=[O:8] |f:1.2|. Procedure: 5 g of 4-[2-(oxo-pyrrolidine-1-carboxamido)-ethyl]-benzenesulfonamide are dissolved in 100 ml of acetone with 0.65 g of NaOH and water. 2.3 g of cyclohexyl-isocyanate are added dropwise with agitation and ice cooling, and agitation is continued for 2 hours at room temperature. Subsequently, the substantial amount of acetone is distilled off under reduced pressure, the aqueous solution is acidified and the product is reprecipitated from dilute ammonia. The N-(4-[2-(2-oxo-pyrrolidine-1-carboxamido... Starting materials: BrCC(=O)N1C2=C(NC(C3=C1C=CC=C3)=O)C=CC=C2 (5-bromoacetyl-5,10-dihydro-11H-dibenzo[b,e][1,4]diazepin-11-one), C(C)OP(OCC)OCC (triethylphosphite), 5-bromoacetyl. Run at temperature 120 celsius. Product: C(C)OP(=O)(OCC)CC(=O)N1C2=C(NC(C3=C1C=CC=C3)=O)C=CC=C2 (5-diethylphosphonoacetyl-5,10-dihydro-11H-dibenzo[b,e][1,4]diazepin-11-one). Yield: 95.0%. As a reaction SMILES: Br[CH2:2][C:3]([N:5]1[C:11]2[CH:12]=[CH:13][CH:14]=[CH:15][C:10]=2[C:9](=[O:16])[NH:8][C:7]2[CH:17]=[CH:18][CH:19]=[CH:20][C:6]1=2)=[O:4].[CH2:21]([O:23][P:24]([O:28]CC)[O:25][CH2:26][CH3:27])[CH3:22]>>[CH2:21]([O:23][P:24]([CH2:2][C:3]([N:5]1[C:11]2[CH:12]=[CH:13][CH:14]=[CH:15][C:10]=2[C:9](=[O:16])[NH:8][C:7]2[CH:17]=[CH:18][CH:19]=[CH:20][C:6]1=2)=[O:4])([O:25][CH2:26][CH3:27])=[O:28])[CH3:22]. Reported procedure: A mixture of 143 g (0.43 mol) of 5-bromoacetyl-5,10-dihydro-11H-dibenzo[b,e][1,4]diazepin-11-one and 400 ml of triethylphosphite was refluxed for 2 hours at 120° C., with stirring. In the course of the reaction, the 5-bromoacetyl compound went fully into solution and a grey precipitate began to settle out. After cooling, this was suction filtered and washed with ethyl acetate and 159 g (95% of theory) of 5-diethylphosphonoacetyl-5,10-dihydro-11H-dibenzo[b,e][1,4]diazepin-11-one were obtained; m.... The reactants are CN1C2=NC(=NC(=C2N=C1CN1CCC(CC1)C(C)(C)O)N1CCOCC1)[Sn](CCCC)(CCCC)CCCC (2-(1-((9-methyl-6-morpholino-2-(tributylstannyl)-9H-purin-8-yl)methyl)piperidin-4-yl)propan-2-ol), BrC1=C2C=CN=C(C2=CC=C1)N (5-bromoisoquinolin-1-amine). Reagents/catalysts: C=1C=CC(=CC1)[P](C=2C=CC=CC2)(C=3C=CC=CC3)[Pd]([P](C=4C=CC=CC4)(C=5C=CC=CC5)C=6C=CC=CC6)([P](C=7C=CC=CC7)(C=8C=CC=CC8)C=9C=CC=CC9)[P](C=1C=CC=CC1)(C=1C=CC=CC1)C=1C=CC=CC1 (Pd(PPh3)4), S1C(=CC=C1)C(=O)[O-].[Cu+] (copper(I) thiophene-2-carboxylate). Isolated yield 18.2%. The solvent is O1CCOCC1 (1,4-dioxane). Reported procedure: To a degassed mixture of 2-(1-((9-methyl-6-morpholino-2-(tributylstannyl)-9H-purin-8-yl)methyl)piperidin-4-yl)propan-2-ol (256 mg, 0.386 mmol), 5-bromoisoquinolin-1-amine (86 mg, 0.386 mmol), copper(I) thiophene-2-carboxylate (74 mg, 0.386 mmol) in 1,4-dioxane (4 mL) was added Pd(PPh3)4 (45 mg, 0.039 mmol). The reaction mixture was heated in the microwave at 140° C. for 35 minutes. The reaction mixture was then loaded onto a Biotage Isolute SPE SCX-2 column. The column was first washed with MeOH... Run at temperature 140 celsius. RXN SMILES: [CH3:1][N:2]1[C:10]([CH2:11][N:12]2[CH2:17][CH2:16][CH:15]([C:18]([OH:21])([CH3:20])[CH3:19])[CH2:14][CH2:13]2)=[N:9][C:8]2[C:3]1=[N:4][C:5]([Sn](CCCC)(CCCC)CCCC)=[N:6][C:7]=2[N:22]1[CH2:27][CH2:26][O:25][CH2:24][CH2:23]1.Br[C:42]1[CH:51]=[CH:50][CH:49]=[C:48]2[C:43]=1[CH:44]=[CH:45][N:46]=[C:47]2[NH2:52]>O1CCOCC1.S1C=CC=C1C([O-])=O.[Cu+].C1C=CC([P]([Pd]([P](C2C=CC=CC=2)(C2C=CC=CC=2)C2C=CC=CC=2)([P](C2C=CC=CC=2)(C2C=CC=CC=2)C2C=CC=CC=2)[P](C2C=CC=CC=2)(C2C=CC=CC=2)C2C=CC=CC=2)(C2C=CC=CC=2)C2C=CC=CC=2)=CC=1>[NH2:52][C:47]1[C:48]2[C:43](=[C:42]([C:5]3[N:4]=[C:3]4[C:8]([N:9]=[C:10]([CH2:11][N:12]5[CH2:13][CH2:14][CH:15]([C:18]([OH:21])([CH3:20])[CH3:19])[CH2:16][CH2:17]5)[N:2]4[CH3:1])=[C:7]([N:22]4[CH2:27][CH2:26][O:25][CH2:24][CH2:23]4)[N:6]=3)[CH:51]=[CH:50][CH:49]=2)[CH:44]=[CH:45][N:46]=1 |f:3.4,^1:71,73,92,111|. Product: NC1=NC=CC2=C(C=CC=C12)C1=NC(=C2N=C(N(C2=N1)C)CN1CCC(CC1)C(C)(C)O)N1CCOCC1 (2-(1-((2-(1-aminoisoquinolin-5-yl)-9-methyl-6-morpholino-9H-purin-8-yl)methyl)piperidin-4-yl)propan-2-ol). The reactants are FC=1C=CC(=C(C1)C(C)=O)O (1-(5-fluoro-2-hydroxyphenyl)ethanone), BrCC(=O)OC (methyl bromoacetate), C([O-])([O-])=O.[K+].[K+] (potassium carbonate). Solvent: CN(C=O)C (N,N-dimethylformamide). Conditions: temperature 50 celsius, time 2 hour. Product: FC=1C=CC2=C(C(=C(O2)C(=O)OC)C)C1 (methyl 5-fluoro-3-methyl-1-benzofuran-2-carboxylate). Isolated yield 58.0%. Reaction SMILES: [F:1][C:2]1[CH:3]=[CH:4][C:5]([OH:11])=[C:6]([C:8](=O)[CH3:9])[CH:7]=1.Br[CH2:13][C:14]([O:16][CH3:17])=[O:15].C(=O)([O-])[O-].[K+].[K+]>CN(C)C=O>[F:1][C:2]1[CH:3]=[CH:4][C:5]2[O:11][C:13]([C:14]([O:16][CH3:17])=[O:15])=[C:8]([CH3:9])[C:6]=2[CH:7]=1 |f:2.3.4|. Procedure details: To a mixture of 1-(5-fluoro-2-hydroxyphenyl)ethanone (100 g), methyl bromoacetate (67.6 mL) and N,N-dimethylformamide (500 mL) was added potassium carbonate (135 g), and the mixture was stirred at 50° C. for 2 hr. The insoluble material was filtered off, 1,8-diazabicyclo[5.4.0]undec-7-ene (97.1 mL) was added, and the mixture was stirred at 120° C. for 30 min. 1N Hydrochloric acid was added to the reaction mixture at 0° C., and the resulting precipitate was collected by filtration to give the tit... Starting materials: CN(C)C=O, Clc1ncccn1, NCCN1CCC(Cc2nc3ccccc3n2Cc2ccc(F)cc2)CC1, [I-], [K+], [Na+], [Na+], O=C([O-])[O-], O. Yields the product Fc1ccc(Cn2c(CC3CCN(CCNc4ncccn4)CC3)nc3ccccc32)cc1. Reaction SMILES: [CH3:44][N:45]([CH3:46])[CH:47]=[O:48].[Cl:1][c:2]1[n:3][cH:4][cH:5][cH:6][n:7]1.[F:8][c:9]1[cH:10][cH:11][c:12]([CH2:15][n:16]2[c:17]([CH2:25][CH:26]3[CH2:27][CH2:28][N:29]([CH2:32][CH2:33][NH2:34])[CH2:30][CH2:31]3)[n:18][c:19]3[c:20]2[cH:21][cH:22][cH:23][cH:24]3)[cH:13][cH:14]1.[I-:42].[K+:41].[Na+:35].[Na+:36].[O-:37][C:38](=[O:39])[O-:40].[OH2:43]>>[c:2]1([NH:34][CH2:33][CH2:32][N:29]2[CH2:28][CH2:27][CH:26]([CH2:25][c:17]3[n:16]([CH2:15][c:12]4[cH:11][cH:10][c:9]([F:8])[cH:14][cH:13]4)[c:20]4[c:19]([n:18]3)[cH:24][cH:23][cH:22][cH:21]4)[CH2:31][CH2:30]2)[n:3][cH:4][cH:5][cH:6][n:7]1. Starting materials: CC(Br)c1ccccc1, Nc1nc[nH]n1. Product: CC(c1ccccc1)n1cnc(N)n1. As a reaction SMILES: [Br:7][CH:8]([CH3:9])[c:10]1[cH:11][cH:12][cH:13][cH:14][cH:15]1.[NH2:1][c:2]1[n:3][nH:4][cH:5][n:6]1>>[NH2:1][c:2]1[n:3][n:4]([CH:8]([CH3:9])[c:10]2[cH:11][cH:12][cH:13][cH:14][cH:15]2)[cH:5][n:6]1. The reactants are [OH-].[Na+] (sodium hydroxide), C(C)(=O)N1CCC(CC1)C(C1=CC(=C(C=C1)Cl)Cl)=O (1-acetyl-4-(3,4-dichlorobenzoyl)piperidine), hydrochloride salt. Run in Cl (hydrochloric acid). Yields the product O.Cl.ClC=1C=C(C=CC1Cl)C(=O)C1CCNCC1.ClC=1C=C(C=CC1Cl)C(=O)C1CCNCC1.Cl ((3,4-Dichlorophenyl)(4-piperidinyl)methanone hydrochloride hemihydrate). Reaction SMILES: C([N:4]1[CH2:9][CH2:8][CH:7]([C:10](=[O:19])[C:11]2[CH:16]=[CH:15][C:14]([Cl:17])=[C:13]([Cl:18])[CH:12]=2)[CH2:6][CH2:5]1)(=[O:3])C.[OH-].[Na+]>Cl>[OH2:3].[ClH:17].[Cl:18][C:13]1[CH:12]=[C:11]([C:10]([CH:7]2[CH2:6][CH2:5][NH:4][CH2:9][CH2:8]2)=[O:19])[CH:16]=[CH:15][C:14]=1[Cl:17].[Cl:18][C:13]1[CH:12]=[C:11]([C:10]([CH:7]2[CH2:6][CH2:5][NH:4][CH2:9][CH2:8]2)=[O:19])[CH:16]=[CH:15][C:14]=1[Cl:17].[ClH:17] |f:1.2,4.5.6.7.8|. Procedure: A slurry of 15 g (0.05 mol) of 1-acetyl-4-(3,4-dichlorobenzoyl)piperidine in 150 mL of 6N hydrochloric acid was heated at mild reflux for 23 hr. The mixture was cooled and neutralized using 50% sodium hydroxide solution and ice. The mixture was extracted several times with benzene and the collected extracts were dried over anhydrous sodium sulfate. The mixture was filtered and the filtrate was concentrated under reduced pressure. The residue obtained weighed 11.1 g (86%). The hydrochloride salt ... Starting materials: O=P(Cl)(Cl)Cl (POCl3), C(C)OC=1C=C(C=CC1OC)[C@H]1CS(CC[C@H]1NC(=O)C1=CC=C(C(=O)OC)C=C1)(=O)=O (methyl 4-{[(3R,4R)-3-(3-ethoxy-4-methoxyphenyl)-1,1-dioxidotetrahydro-2H-thiopyran-4-yl]carbamoyl}benzoate), C(C)OC=1C=C(C=CC1OC)[C@H]1CS(CC[C@H]1NC(=O)C1=CC=C(C(=O)OC)C=C1)(=O)=O (methyl 4-{[(3R,4R)-3-(3-ethoxy-4-methoxyphenyl)-1,1-dioxidotetrahydro-2H-thiopyran-4-yl]carbamoyl}benzoate), C(=O)([O-])[O-].[K+].[K+] (K2CO3). Run in C(C)#N (ACN). Conditions: temperature 85 celsius, time 1 hour. Product: C(C)OC1=CC=2[C@@H]3[C@H](N=C(C2C=C1OC)C1=CC=C(C(=O)OC)C=C1)CCS(C3)(=O)=O (Methyl 4-[(4aR,10bR)-9-ethoxy-8-methoxy-2,2-dioxido-3,4,4a,10b-tetrahydro-1H-thiopyrano[4,3-c]isoquinolin-6-yl]benzoate). As a reaction SMILES: [CH2:1]([O:3][C:4]1[CH:5]=[C:6]([C@@H:12]2[C@H:17]([NH:18][C:19]([C:21]3[CH:30]=[CH:29][C:24]([C:25]([O:27][CH3:28])=[O:26])=[CH:23][CH:22]=3)=O)[CH2:16][CH2:15][S:14](=[O:32])(=[O:31])[CH2:13]2)[CH:7]=[CH:8][C:9]=1[O:10][CH3:11])[CH3:2].C([O-])([O-])=O.[K+].[K+].O=P(Cl)(Cl)Cl>C(#N)C>[CH2:1]([O:3][C:4]1[C:9]([O:10][CH3:11])=[CH:8][C:7]2[C:19]([C:21]3[CH:30]=[CH:29][C:24]([C:25]([O:27][CH3:28])=[O:26])=[CH:23][CH:22]=3)=[N:18][C@@H:17]3[CH2:16][CH2:15][S:14](=[O:32])(=[O:31])[CH2:13][C@@H:12]3[C:6]=2[CH:5]=1)[CH3:2] |f:1.2.3|. Procedure details: To a stirred mixture of methyl 4-{[(3R,4R)-3-(3-ethoxy-4-methoxyphenyl)-1,1-dioxidotetrahydro-2H-thiopyran-4-yl]carbamoyl}benzoate (22.8 g; compound C4) and K2CO3 (6.82 g) in absolute ACN (200 ml) is added POCl3 (13.6 ml) at 0° C. (ice bath). The suspension is allowed to come to RT within 1 h and is subsequently refluxed at 85° C. for 6 h. Afterwards the mixture is stirred for 12 h at RT under nitrogen atmosphere. The mixture is quenched with water (500 ml) and adjusted to pH7 by addition of 0.4...